The task is: describe an organic reaction: reactants, conditions, products, and yield. This data is from the Open Reaction Database (ORD), a public repository of structured organic reaction records. Reactants: O=C([O-])[O-], CN(C)C=O, COC(=O)COc1nc(Cl)ccc1O, Cn1c(C(F)(F)F)cc(=O)n(-c2cc(F)c([N+](=O)[O-])cc2F)c1=O, [K+], [K+], O. The product is COC(=O)COc1nc(Cl)ccc1Oc1cc(-n2c(=O)cc(C(F)(F)F)n(C)c2=O)c(F)cc1[N+](=O)[O-]. Reaction SMILES: [C:44](=[O:45])([O-:46])[O-:47].[CH3:39][N:40]([CH3:41])[CH:42]=[O:43].[Cl:1][c:2]1[cH:3][cH:4][c:5]([OH:14])[c:6]([O:8][CH2:9][C:10](=[O:11])[O:12][CH3:13])[n:7]1.[F:15][c:16]1[c:17]([N+:36](=[O:37])[O-:38])[cH:18][c:19]([F:35])[c:20](-[n:22]2[c:23](=[O:34])[n:24]([CH3:33])[c:25]([C:29]([F:30])([F:31])[F:32])[cH:26][c:27]2=[O:28])[cH:21]1.[K+:48].[K+:49].[OH2:50]>>[Cl:1][c:2]1[cH:3][cH:4][c:5]([O:14][c:16]2[c:17]([N+:36](=[O:37])[O-:38])[cH:18][c:19]([F:35])[c:20](-[n:22]3[c:23](=[O:34])[n:24]([CH3:33])[c:25]([C:29]([F:30])([F:31])[F:32])[cH:26][c:27]3=[O:28])[cH:21]2)[c:6]([O:8][CH2:9][C:10](=[O:11])[O:12][CH3:13])[n:7]1. Starting materials: ClC=1N=C(C2=C(N1)C(CC2)C2=C(C=C(C=C2)F)F)NC (2-chloro-7-(2,4-difluorophenyl)-N-methyl-6,7-dihydro-5H-cyclopenta[d]pyrimidin-4-amine), ClC=1N=CN(C1)C1=C(C=C(N)C=C1)OC (4-(4-chloro-1H-imidazol-1-yl)-3-methoxyaniline). Solvent: C1CCOC1 (THF), C(C)(=O)O (acetic acid). Yields the product ClC=1N=CN(C1)C1=C(C=C(C=C1)NC=1N=C(C2=C(N1)C(CC2)C2=C(C=C(C=C2)F)F)NC)OC (N2-(4-(4-chloro-1H-imidazol-1-yl)-3-methoxyphenyl)-7-(2,4-difluorophenyl)-N4-methyl-6,7-dihydro-5H-cyclopenta[d]pyrimidine-2,4-diamine). The yield is 59.6%. As a reaction SMILES: Cl[C:2]1[N:3]=[C:4]([NH:19][CH3:20])[C:5]2[CH2:10][CH2:9][CH:8]([C:11]3[CH:16]=[CH:15][C:14]([F:17])=[CH:13][C:12]=3[F:18])[C:6]=2[N:7]=1.[Cl:21][C:22]1[N:23]=[CH:24][N:25]([C:27]2[CH:33]=[CH:32][C:30]([NH2:31])=[CH:29][C:28]=2[O:34][CH3:35])[CH:26]=1>C1COCC1.C(O)(=O)C>[Cl:21][C:22]1[N:23]=[CH:24][N:25]([C:27]2[CH:33]=[CH:32][C:30]([NH:31][C:2]3[N:3]=[C:4]([NH:19][CH3:20])[C:5]4[CH2:10][CH2:9][CH:8]([C:11]5[CH:16]=[CH:15][C:14]([F:17])=[CH:13][C:12]=5[F:18])[C:6]=4[N:7]=3)=[CH:29][C:28]=2[O:34][CH3:35])[CH:26]=1. Procedure: A solution of 2-chloro-7-(2,4-difluorophenyl)-N-methyl-6,7-dihydro-5H-cyclopenta[d]pyrimidin-4-amine (184.6 mg, 0.624 mmol) and 4-(4-chloro-1H-imidazol-1-yl)-3-methoxyaniline (140 mg, 0.624 mmol) in THF (1095 μL) and acetic acid (1095 μL) was heated 80° C. in a capped vial overnight. The solvent was evaporated in vacuum and the residue was partitioned between aqueous sodium bicarbonate solution and dichloromethane. The organic layer was separated and the aqueous layer was extracted with dichloro... The reactants are COc1cc(C(=O)NN)ccc1[N+](=O)[O-], CCOC(C)=O, O=C(Cl)CCl. The product is COc1cc(C(=O)NNC(=O)CCl)ccc1[N+](=O)[O-]. Reaction SMILES: [CH3:1][O:2][c:3]1[cH:4][c:5]([C:6](=[O:7])[NH:8][NH2:9])[cH:10][cH:11][c:12]1[N+:13](=[O:14])[O-:15].[CH3:21][CH2:22][O:23][C:24]([CH3:25])=[O:26].[Cl:16][CH2:17][C:18](=[O:19])[Cl:20]>>[CH3:1][O:2][c:3]1[cH:4][c:5]([C:6](=[O:7])[NH:8][NH:9][C:18]([CH2:17][Cl:16])=[O:19])[cH:10][cH:11][c:12]1[N+:13](=[O:14])[O-:15].